Dataset: the Open Reaction Database (ORD), a public repository of structured organic reaction records. Task: describe an organic reaction: reactants, conditions, products, and yield The reactants are CC(=O)NC(C)(C)[C@@H]1CC2(CCN(CC2)C(=O)OC(C)(C)C)c3cc(Cl)c(C)cc13, OB(O)c1cccnc1. The reagents and catalysts are CCN=P(N=P(N(C)C)(N(C)C)N(C)C)(N(C)C)N(C)C (P2-Et), CC(C)c1cc(C(C)C)c(-c2ccccc2[PH](C(C)(C)C)(C(C)(C)C)[Pd]2(OS(C)(=O)=O)Nc3ccccc3-c3ccccc32)c(C(C)C)c1 (tBuXphos G3). Solvent: CS(C)=O (DMSO), O (water), CS(C)=O (DMSO), CS(C)=O (DMSO), CS(C)=O (DMSO). Conditions: time 22 hour. Product: CC(=O)NC(C)(C)[C@@H]1CC2(CCN(CC2)C(=O)OC(C)(C)C)c3cc(c(C)cc13)c4cccnc4, CC(=O)NC(C)(C)[C@@H]1CC2(CCN(CC2)C(=O)OC(C)(C)C)c3cc(Cl)c(C)cc13, c1ccc(-c2ccccc2)cc1. Reactants: Cc1ccc(S(=O)(=O)Sc2cc(C)c(CO)cc2C(C)(C)C)cc1, O=C([O-])[O-], CS(C)=O, O=C1C=C(O)CC(CCc2cccc(O)c2)(C2CCCC2)O1, [K+], [K+], CN(C)C=O. Product: Cc1cc(SC2=C(O)CC(CCc3cccc(O)c3)(C3CCCC3)OC2=O)c(C(C)(C)C)cc1CO. Reaction SMILES: [C:23]([CH3:24])([CH3:25])([CH3:26])[c:27]1[c:28]([S:36][S:37]([c:38]2[cH:39][cH:40][c:41]([CH3:42])[cH:43][cH:44]2)(=[O:45])=[O:46])[cH:29][c:30]([CH3:35])[c:31]([CH2:33][OH:34])[cH:32]1.[C:47](=[O:48])([O-:49])[O-:50].[CH3:58][S:59]([CH3:60])=[O:61].[CH:1]1([C:6]2([CH2:14][CH2:15][c:16]3[cH:17][c:18]([OH:22])[cH:19][cH:20][cH:21]3)[CH2:7][C:8]([OH:13])=[CH:9][C:10](=[O:12])[O:11]2)[CH2:2][CH2:3][CH2:4][CH2:5]1.[K+:51].[K+:52].[O:53]=[CH:54][N:55]([CH3:56])[CH3:57]>>[CH:1]1([C:6]2([CH2:14][CH2:15][c:16]3[cH:17][c:18]([OH:22])[cH:19][cH:20][cH:21]3)[CH2:7][C:8]([OH:13])=[C:9]([S:36][c:28]3[c:27]([C:23]([CH3:24])([CH3:25])[CH3:26])[cH:32][c:31]([CH2:33][OH:34])[c:30]([CH3:35])[cH:29]3)[C:10](=[O:12])[O:11]2)[CH2:2][CH2:3][CH2:4][CH2:5]1. Starting materials: OCCNN=CC1=CC=CC=C1 (benzaldehyde (2-hydroxyethyl)hydrazone), N1=CC=CC=C1 (pyridine), ClC(=O)OCC (ethyl chloroformate). Solvent: C(C)(=O)OCC (ethyl acetate), C(C)(=O)OCC (ethyl acetate). Product: OCCN(N=CC1=CC=CC=C1)C(=O)OCC (Benzaldehyde (2-hydroxyethyl)(ethoxycarbonyl)hydrazone). Reaction SMILES: Cl[C:2]([O:4][CH2:5][CH3:6])=[O:3].[OH:7][CH2:8][CH2:9][NH:10][N:11]=[CH:12][C:13]1[CH:18]=[CH:17][CH:16]=[CH:15][CH:14]=1.N1C=CC=CC=1>C(OCC)(=O)C>[OH:7][CH2:8][CH2:9][N:10]([C:2]([O:4][CH2:5][CH3:6])=[O:3])[N:11]=[CH:12][C:13]1[CH:18]=[CH:17][CH:16]=[CH:15][CH:14]=1. Reported procedure: This acylation is performed in the following manner: 1.08 g (10-2 moles) of ethyl chloroformate in 5 ml of anhydrous ethyl acetate are added dropwise to a solution containing 10-2 moles of benzaldehyde (2-hydroxyethyl)hydrazone and 0.79 g (10-2 moles) of anhydrous pyridine in 20 ml of anhydrous ethyl acetate, with stirring in the cold. The reaction mixture is left at 0° C. with stirring for 2 hours and then it is filtered. The product obtained is washed with 10 ml of water and then dried and rec... Starting materials: OC1=C(C=C(C(=C1)O)C(C)C)C(C)=O (1-(2,4-dihydroxy-5-isopropyl-phenyl)-ethanone), C(C)#N (acetonitrile), C([O-])([O-])=O.[K+].[K+] (potassium carbonate), C(C1=CC=CC=C1)Br (benzyl bromide), CCOC(=O)C.CCCCCC (EtOAc n-hexane). Conditions: temperature 90 celsius. Product: C(C1=CC=CC=C1)OC1=C(C=C(C(=C1)OCC1=CC=CC=C1)C(C)C)C(C)=O (1-(2,4-Bis-benzyloxy-5-isopropyl-phenyl)-ethanone). As a reaction SMILES: [OH:1][C:2]1[CH:7]=[C:6]([OH:8])[C:5]([CH:9]([CH3:11])[CH3:10])=[CH:4][C:3]=1[C:12](=[O:14])[CH3:13].[C:15](#N)C.C(=O)([O-])[O-].[K+].[K+].[CH2:24](Br)[C:25]1[CH:30]=[CH:29][CH:28]=[CH:27][CH:26]=1.CCOC(C)=O.[CH3:38][CH2:39][CH2:40][CH2:41][CH2:42][CH3:43]>>[CH2:24]([O:1][C:2]1[CH:7]=[C:6]([O:8][CH2:15][C:40]2[CH:39]=[CH:38][CH:43]=[CH:42][CH:41]=2)[C:5]([CH:9]([CH3:11])[CH3:10])=[CH:4][C:3]=1[C:12](=[O:14])[CH3:13])[C:25]1[CH:30]=[CH:29][CH:28]=[CH:27][CH:26]=1 |f:2.3.4,6.7|. Procedure: To a mixture of 1-(2,4-dihydroxy-5-isopropyl-phenyl)-ethanone (3.2 g), acetonitrile (60 ml) and potassium carbonate (10.6 g) in a a 250 ml single neck RB flask equipped with a reflux condenser and a guard tube was added benzyl bromide (9.1 ml). The reaction mixture was refluxed (90° C.) for 16 h. The progress of the reaction was monitored by TLC (10% EtOAc/n-hexane, product Rf˜0.5). On completion, acetonitrile was removed under reduced pressure. Water (100 ml) was added to the residue obtained a... The reactants are O (water), [H-].[Al+3].[Li+].[H-].[H-].[H-] (lithium aluminium hydride), C(=O)(OCC)CC1CC(=O)NCCC1 (β-carbethoxymethyl-caprolactam). The solvent is O1CCCC1 (tetrahydrofuran), O1CCCC1 (tetrahydrofuran). Yields the product OCCC1CCNCCC1 (4-(2'-hydroxyethyl)-hexahydro-1H-azepine). As a reaction SMILES: [H-].[Al+3].[Li+].[H-].[H-].[H-].[C:7]([CH2:12][CH:13]1[CH2:20][CH2:19][CH2:18][NH:17][C:15](=O)[CH2:14]1)(OCC)=[O:8].O>O1CCCC1>[OH:8][CH2:7][CH2:12][CH:13]1[CH2:20][CH2:19][CH2:18][NH:17][CH2:15][CH2:14]1 |f:0.1.2.3.4.5|. Procedure: To a stirred slurry of lithium aluminium hydride (5.70 g) in dry tetrahydrofuran (100 ml) was added β-carbethoxymethyl-caprolactam (10.3 g) in dry tetrahydrofuran (150 ml) over a period of 30 minutes. The mixture was refluxed for 2.5 hours, cooled and treated very slowly with water. The precipitate was filtered off and the filtrate was evaporated to yield the title compound as a viscous oil, which was used in the next step without purification. Reaction SMILES: [Cl:1][C:2]1[CH:3]=[C:4]([CH:14]=[CH:15][CH:16]=1)[CH:5](O)[CH2:6][NH:7][C:8]1[NH:9][CH2:10][CH2:11][N:12]=1.S(=O)(=O)(O)O>>[ClH:1].[Cl:1][C:2]1[CH:3]=[C:4]([CH:5]2[N:12]3[CH2:11][CH2:10][NH:9][C:8]3=[N:7][CH2:6]2)[CH:14]=[CH:15][CH:16]=1 |f:2.3|. Yields the product Cl.ClC=1C=C(C=CC1)C1CN=C2N1CCN2 (5-(m-chlorophenyl)-2,3,5,6-tetrahydro-1H-imidazo[1,2-a]imidazole hydrochloride). Procedure: 4 parts of m-chloro-α-(2-imidazolin-2-ylaminomethyl)-benzyl alcohol are added portionwise to 20 parts of cooled (ice-bath) sulfuric acid solution 80%. Upon completion, the whole is stirred for 2 hours at room temperature. The reaction mixture is poured onto crushed ice and the whole is filtered over diatomaceous silica. The filtrate is alkalized with ammonium hydroxide solution at room temperature (cooling is necessary) and the product in base form is extracted with chloroform. The latter is dri... Starting materials: ClC=1C=C(C(CNC=2NCCN2)O)C=CC1 (m-chloro-α-(2-imidazolin-2-ylaminomethyl)-benzyl alcohol), S(O)(O)(=O)=O (sulfuric acid). Reaction conditions: time 2 hour. Reactants: COCCOCOC1=CC=C(C=C1)N (4-[(2-methoxyethoxy)methoxy]benzenamine), C1(CCC(=O)O1)=O (succinic anhydride). The solvent is CO (methanol), ClCCl (dichloromethane), N1=CC=CC=C1 (pyridine), CO (methanol). Conditions: time 18 hour. The product is COCCOCOC1=CC=C(C=C1)NC(CCC(=O)O)=O (4-[[4-[(2-methoxyethoxy)methoxy]phenyl]amino]-4-oxobutanoic acid). Isolated yield 54.7%. Reaction SMILES: [CH3:1][O:2][CH2:3][CH2:4][O:5][CH2:6][O:7][C:8]1[CH:13]=[CH:12][C:11]([NH2:14])=[CH:10][CH:9]=1.[C:15]1(=[O:21])[O:20][C:18](=[O:19])[CH2:17][CH2:16]1>ClCCl.N1C=CC=CC=1.CO>[CH3:1][O:2][CH2:3][CH2:4][O:5][CH2:6][O:7][C:8]1[CH:9]=[CH:10][C:11]([NH:14][C:15](=[O:21])[CH2:16][CH2:17][C:18]([OH:20])=[O:19])=[CH:12][CH:13]=1. Reported procedure: To a solution of 510 mg (2.58 mmol) of 4-[(2-methoxyethoxy) methoxy]benzenamine (22) in 8 mL of dichloromethane and 2 mL of anhydrous pyridine (Aldrich) was added 380 mg (3.8 mmol) of succinic anhydride portionwise. The mixture was stirred at room temperature for 18 hours. To the reaction mixture was added 20 mL of methanol and the mixture was stirred at room temperature for 2 hours. The mixture was concentrated and purified by preparative thin layer chromatography using 8:2 chloroform:methanol ... Reaction SMILES: [CH3:20][O:21][c:22]1[cH:23][cH:24][c:25]([C:26](=[O:27])[Cl:28])[cH:29][cH:30]1.[NH2:1][c:2]1[cH:3][c:4]2[c:8]([cH:9][c:10]1[N+:11](=[O:12])[O-:13])[N:7]([CH:14]([CH3:15])[CH3:16])[C:6](=[O:17])[C:5]2([CH3:18])[CH3:19]>>[NH:1]([c:2]1[cH:3][c:4]2[c:8]([cH:9][c:10]1[N+:11](=[O:12])[O-:13])[N:7]([CH:14]([CH3:15])[CH3:16])[C:6](=[O:17])[C:5]2([CH3:18])[CH3:19])[C:26]([c:25]1[cH:24][cH:23][c:22]([O:21][CH3:20])[cH:30][cH:29]1)=[O:27]. The reactants are COc1ccc(C(=O)Cl)cc1, CC(C)N1C(=O)C(C)(C)c2cc(N)c([N+](=O)[O-])cc21. Product: COc1ccc(C(=O)Nc2cc3c(cc2[N+](=O)[O-])N(C(C)C)C(=O)C3(C)C)cc1. Reported procedure: 3-Nitro-7-methoxy-4H-1-benzopyran-4-one was prepared by the addition of 1-(2-hydroxy-4-methoxyphenyl)-2nitro ethanone (2.11 g, 0.01m), prepared in Example 8, and sodium formate (0.68 g, 0.01m) to stirred acetic-formic anhydride (25 ml). The reaction was warmed to 80° C. and allowed to return to room temperature. After stirring at least an additional 1 hour, cold water (100 ml) was added. The product was filtered off, washed with fresh portions of water and sucked dry. Recrystallization from ethy... The reactants are OC1=C(C=CC(=C1)OC)C(C[N+](=O)[O-])=O (1-(2-hydroxy-4-methoxyphenyl)-2nitro ethanone), C(=O)OC(C)=O (acetic-formic anhydride), OC1=C(C=CC(=C1)OC)C(C[N+](=O)[O-])=O (1-(2-hydroxy-4-methoxyphenyl)-2nitro ethanone). Run in O (water). The yield is 77.5%. The product is [N+](=O)([O-])C1=COC2=C(C1=O)C=CC(=C2)OC (3-Nitro-7-methoxy-4H-1-benzopyran-4-one), crystals. RXN SMILES: [OH:1][C:2]1[CH:7]=[C:6]([O:8][CH3:9])[CH:5]=[CH:4][C:3]=1[C:10](=[O:15])[CH2:11][N+:12]([O-:14])=[O:13].[CH:16](OC(=O)C)=O>O>[N+:12]([C:11]1[C:10](=[O:15])[C:3]2[CH:4]=[CH:5][C:6]([O:8][CH3:9])=[CH:7][C:2]=2[O:1][CH:16]=1)([O-:14])=[O:13]. Run at temperature 80 celsius, time 1 hour.